This data is from the Open Reaction Database (ORD), a public repository of structured organic reaction records. The task is: describe an organic reaction: reactants, conditions, products, and yield Reactants: ClC(Cl)Cl, [H][H], Cc1ccccc1N1CCN(S(=O)(=O)c2ccc([N+](=O)[O-])cc2)CC1, O=[Pt]. Yields the product Cc1ccccc1N1CCN(S(=O)(=O)c2ccc(N)cc2)CC1. As a reaction SMILES: [CH:30]([Cl:31])([Cl:32])[Cl:33].[H:26][H:27].[N+:1]([O-:2])(=[O:3])[c:4]1[cH:5][cH:6][c:7]([S:10](=[O:11])(=[O:12])[N:13]2[CH2:14][CH2:15][N:16]([c:19]3[c:20]([CH3:25])[cH:21][cH:22][cH:23][cH:24]3)[CH2:17][CH2:18]2)[cH:8][cH:9]1.[Pt:28]=[O:29]>>[NH2:1][c:4]1[cH:5][cH:6][c:7]([S:10](=[O:11])(=[O:12])[N:13]2[CH2:14][CH2:15][N:16]([c:19]3[c:20]([CH3:25])[cH:21][cH:22][cH:23][cH:24]3)[CH2:17][CH2:18]2)[cH:8][cH:9]1. As a reaction SMILES: [CH3:16][C:17](=[O:18])[OH:19].[Cl:1][c:2]1[n:3][c:4]2[n:8]([c:9]1[S:10](=[O:11])(=[O:12])[NH2:13])[CH2:7][CH2:6][S:5]2.[OH:14][OH:15]>>[Cl:1][c:2]1[n:3][c:4]2[n:8]([c:9]1[S:10](=[O:11])(=[O:12])[NH2:13])[CH2:7][CH2:6][S:5]2=[O:14]. Product: NS(=O)(=O)c1c(Cl)nc2n1CCS2=O. Reactants: CC(=O)O, NS(=O)(=O)c1c(Cl)nc2n1CCS2, OO. Yields the product NCCCCNC(=O)c1ccc(Nc2nc(NC3(C(=O)O)CC3)nc(OCC(F)(F)F)n2)cc1. Reactants: O=C([O-])[O-], CC(C)=O, Cl, [K+], [K+], CCOC(=O)C1(Nc2nc(Nc3ccc(C(=O)NCCCCN)cc3)nc(OCC(F)(F)F)n2)CC1. Reaction SMILES: [C:37](=[O:38])([O-:39])[O-:40].[CH3:44][C:45](=[O:46])[CH3:47].[ClH:43].[K+:41].[K+:42].[NH2:1][CH2:2][CH2:3][CH2:4][CH2:5][NH:6][C:7](=[O:8])[c:9]1[cH:10][cH:11][c:12]([NH:15][c:16]2[n:17][c:18]([NH:28][C:29]3([C:32](=[O:33])[O:34][CH2:35][CH3:36])[CH2:30][CH2:31]3)[n:19][c:20]([O:22][CH2:23][C:24]([F:25])([F:26])[F:27])[n:21]2)[cH:13][cH:14]1>>[NH2:1][CH2:2][CH2:3][CH2:4][CH2:5][NH:6][C:7](=[O:8])[c:9]1[cH:10][cH:11][c:12]([NH:15][c:16]2[n:17][c:18]([NH:28][C:29]3([C:32](=[O:33])[OH:34])[CH2:30][CH2:31]3)[n:19][c:20]([O:22][CH2:23][C:24]([F:25])([F:26])[F:27])[n:21]2)[cH:13][cH:14]1. The reactants are COS(=O)(=O)OC (Dimethylsulfate), OC1=CC2=C(CCO2)C=C1 (6-hydroxy-2,3-dihydrobenzofuran), COS(=O)(=O)OC (dimethylsulfate). Solvent: [OH-].[Na+] (sodium hydroxide). Reaction conditions: time 3 hour. Product: COC1=CC2=C(CCO2)C=C1 (6-methoxy-2,3-dihydrobenzofuran). Reaction SMILES: [CH3:1]OS(OC)(=O)=O.[OH:8][C:9]1[CH:17]=[CH:16][C:12]2[CH2:13][CH2:14][O:15][C:11]=2[CH:10]=1>[OH-].[Na+]>[CH3:1][O:8][C:9]1[CH:17]=[CH:16][C:12]2[CH2:13][CH2:14][O:15][C:11]=2[CH:10]=1 |f:2.3|. Procedure: Dimethylsulfate (35 ml) was added over a period of 3 hours to a stirred solution of 6-hydroxy-2,3-dihydrobenzofuran (12.0 g) dissolved in 200 ml of 10% sodium hydroxide. The solution was stirred for an additional 3 hours after dimethylsulfate addition was completed. The solution was then extracted with ether, the ether extracts combined, dried, and evaporated to give a residue which was distilled (140° C. at 0.5 mm) to yield 6-methoxy-2,3-dihydrobenzofuran. Reactants: N1C=NC2=C1C=CC=C2C(C)=O (1-(1H-benzoimidazol-4-yl)ethanone), CN (methylamine), Cl (HCl), O1CCOCC1 (1,4-dioxane), [BH4-].[Na+] (NaBH4). Solvent: CO (MeOH), CO (MeOH). Conditions: temperature 0 celsius, time 8 hour. Yields the product N1C=NC2=C1C=CC=C2C(C)NC ([1-(1H-benzoimidazol-4-yl)-ethyl]-methyl-amine). Isolated yield 58.5%. Reaction SMILES: [NH:1]1[C:5]2[CH:6]=[CH:7][CH:8]=[C:9]([C:10](=O)[CH3:11])[C:4]=2[N:3]=[CH:2]1.[CH3:13][NH2:14].Cl.O1CCOCC1.[BH4-].[Na+]>CO>[NH:1]1[C:5]2[CH:6]=[CH:7][CH:8]=[C:9]([CH:10]([NH:14][CH3:13])[CH3:11])[C:4]=2[N:3]=[CH:2]1 |f:4.5|. Reported procedure: A solution of 1-(1H-benzoimidazol-4-yl)ethanone (72 mg, 0.449 mmol), methylamine (2M in THF; 2.25 mL, 4.50 mmol) and HCl in 1,4-dioxane (4M; 0.337 mL, 1.35 mmol) in MeOH (2.7 mL) was stirred at room temperature for 3 days before it was cooled to 0° C. and NaBH4 (20 mg, 0.539 mmol) was added in a single portion. The mixture was stirred at room temperature overnight before it was diluted with MeOH, stirred for 1 hour and concentrated in vacuo. The residue was purified by SiO2 chromatography provid... The reactants are CO, [H][H], O=[N+]([O-])c1ccc2c(c1)CNCC2. Product: Nc1ccc2c(c1)CNCC2. As a reaction SMILES: [CH3:16][OH:17].[H:14][H:15].[N+:1]([O-:2])(=[O:3])[c:4]1[cH:5][cH:6][c:7]2[c:12]([cH:13]1)[CH2:11][NH:10][CH2:9][CH2:8]2>>[NH2:1][c:4]1[cH:5][cH:6][c:7]2[c:12]([cH:13]1)[CH2:11][NH:10][CH2:9][CH2:8]2. Starting materials: CC1NC2=C(NC(C1)=O)C=CC=C2 (4-methyl-4,5-dihydro-1H-benzo[b][1,4]diazepin-2(3H)-one), P12(=S)SP3(=S)SP(=S)(S1)SP(=S)(S2)S3 (P2S5), O (water). Solvent: N1=CC=CC=C1 (pyridine). Yields the product CC1NC2=C(NC(C1)=S)C=CC=C2 (4-methyl-4,5-dihydro-1H-benzo[b][1,4]diazepine-2(3H)-thione). The yield is 83.2%. RXN SMILES: [CH3:1][CH:2]1[CH2:8][C:7](=O)[NH:6][C:5]2[CH:10]=[CH:11][CH:12]=[CH:13][C:4]=2[NH:3]1.P12(SP3(SP(SP(S3)(S1)=S)(=S)S2)=S)=[S:15].O>N1C=CC=CC=1>[CH3:1][CH:2]1[CH2:8][C:7](=[S:15])[NH:6][C:5]2[CH:10]=[CH:11][CH:12]=[CH:13][C:4]=2[NH:3]1. Procedure: A solution of 4-methyl-4,5-dihydro-1H-benzo[b][1,4]diazepin-2(3H)-one (220 mg, 1.25 mmol) and P2S5 (444 mg, 2.0 mmol) in pyridine (10 mL) was heated at 120° C. for 30 min. To the mixture, water (10 mL) was added, and then extracted with ethyl acetate (20 mL), dried with Na2SO4, concentrated and purified by CombiFlash (PE:EA=10:1) to give 4-methyl-4,5-dihydro-1H-benzo[b][1,4]diazepine-2(3H)-thione (200 mg, 83%). LRMS (M+H)+: 192 m/z. Starting materials: C(C)(=O)OCC(COC(C)=O)C1=CC(=C(C=C1)N)C1=CCCCC1 (Acetic acid 3-acetoxy-2-(4-amino-3-cyclohex-1-enyl-phenyl)-propyl ester), C(#N)C=1N=C(N(C1)COCC[Si](C)(C)C)C(=O)O (4-cyano-1-(2-trimethylsilanyl-ethoxymethyl)-1H-imidazole-2-carboxylic acid), [K+].C(#N)C=1N=C(N(C1)COCC[Si](C)(C)C)C(=O)[O-] (4-Cyano-1-(2-trimethylsilanyl-ethoxymethyl)-1H-imidazole-2-carboxylate potassium salt). Yields the product C(C)(=O)OCC(COC(C)=O)C1=CC(=C(C=C1)NC(=O)C=1N(C=C(N1)C#N)COCC[Si](C)(C)C)C1=CCCCC1 (Acetic acid 3-acetoxy-2-(4-{[4-cyano-1-(2-trimethylsilanyl-ethoxymethyl)-1H-imidazole-2-carbonyl]-amino}-3-cyclohex-1-enyl-phenyl)-propyl ester). RXN SMILES: [C:1]([O:4][CH2:5][CH:6]([C:12]1[CH:17]=[CH:16][C:15]([NH2:18])=[C:14]([C:19]2[CH2:24][CH2:23][CH2:22][CH2:21][CH:20]=2)[CH:13]=1)[CH2:7][O:8][C:9](=[O:11])[CH3:10])(=[O:3])[CH3:2].[C:25]([C:27]1[N:28]=[C:29]([C:40](O)=[O:41])[N:30]([CH2:32][O:33][CH2:34][CH2:35][Si:36]([CH3:39])([CH3:38])[CH3:37])[CH:31]=1)#[N:26].[K+].C(C1N=C(C([O-])=O)N(COCC[Si](C)(C)C)C=1)#N>>[C:9]([O:8][CH2:7][CH:6]([C:12]1[CH:17]=[CH:16][C:15]([NH:18][C:40]([C:29]2[N:30]([CH2:32][O:33][CH2:34][CH2:35][Si:36]([CH3:39])([CH3:38])[CH3:37])[CH:31]=[C:27]([C:25]#[N:26])[N:28]=2)=[O:41])=[C:14]([C:19]2[CH2:24][CH2:23][CH2:22][CH2:21][CH:20]=2)[CH:13]=1)[CH2:5][O:4][C:1](=[O:3])[CH3:2])(=[O:11])[CH3:10] |f:2.3|. Procedure details: Acetic acid 3-acetoxy-2-(4-amino-3-cyclohex-1-enyl-phenyl)-propyl ester (as prepared in the previous step) was coupled to 4-cyano-1-(2-trimethylsilanyl-ethoxymethyl)-1H-imidazole-2-carboxylic acid, potassium salt (as prepared in Example 1, step (d)) as described in Example 1, step (1) to obtain the title compound: Mass spectrum (ESI, m/z): Calcd. for C30H40N4O6Si, 581.2 (M+H). found 581.0. The reactants are O=C1N(C(CC1)=O)OC(C1=CC=C(C=C1)OC(N(C1=CC=CC=C1)C)=O)=O (4-(methyl-phenyl-carbamoyloxy)-benzoic acid 2,5-dioxo-pyrrolidin-1-yl ester), C(CC(C)C)N (iso-amylamine). Yields the product CC(CCNC(=O)C1=CC=C(C=C1)OC(N(C1=CC=CC=C1)C)=O)C (Methyl-phenyl-carbamic acid 4-(3-methyl-butylcarbamoyl)-phenyl ester). Reaction SMILES: O=C1CCC(=O)N1O[C:9](=[O:27])[C:10]1[CH:15]=[CH:14][C:13]([O:16][C:17](=[O:26])[N:18]([CH3:25])[C:19]2[CH:24]=[CH:23][CH:22]=[CH:21][CH:20]=2)=[CH:12][CH:11]=1.[CH2:28]([NH2:33])[CH2:29][CH:30]([CH3:32])[CH3:31]>>[CH3:31][CH:30]([CH3:32])[CH2:29][CH2:28][NH:33][C:9]([C:10]1[CH:11]=[CH:12][C:13]([O:16][C:17](=[O:26])[N:18]([CH3:25])[C:19]2[CH:20]=[CH:21][CH:22]=[CH:23][CH:24]=2)=[CH:14][CH:15]=1)=[O:27]. Reported procedure: The title product was prepared from 4-(methyl-phenyl-carbamoyloxy)-benzoic acid 2,5-dioxo-pyrrolidin-1-yl ester and iso-amylamine. The crude product was used without further purification (95%, oil). HPLC-MS: m/z=341.2 (M+1); Rt: 3.99 min.